From a dataset of the Open Reaction Database (ORD), a public repository of structured organic reaction records. describe an organic reaction: reactants, conditions, products, and yield Starting materials: O=[N+]([O-])[O-].[O-][N+]([O-])=O.[O-][N+]([O-])=O.[O-][N+]([O-])=O.[O-][N+]([O-])=O.[O-][N+]([O-])=O.[Ce+4].[NH4+].[NH4+] (CAN), C(C)OC(=O)C1=C(N(C=C1)C(C)C)C (1-isopropyl-2-methyl-1H-pyrrole-3-carboxylic acid ethyl ester). The solvent is CC#N (CH3CN), O (water). Run at time 10 minute. Yields the product C(C)OC(=O)C1=C(N(C=C1)C(C)C)C=O (2-Formyl-1-isopropyl-1H-pyrrole-3-carboxylic acid ethyl ester). As a reaction SMILES: O=[N+]([O-])[O-].[O-][N+](=O)[O-].[O-][N+](=O)[O-].[O-][N+](=O)[O-].[O-][N+](=O)[O-].[O-:21][N+](=O)[O-].[Ce+4].[NH4+].[NH4+].[CH2:28]([O:30][C:31]([C:33]1[CH:37]=[CH:36][N:35]([CH:38]([CH3:40])[CH3:39])[C:34]=1[CH3:41])=[O:32])[CH3:29]>CC#N.O>[CH2:28]([O:30][C:31]([C:33]1[CH:37]=[CH:36][N:35]([CH:38]([CH3:40])[CH3:39])[C:34]=1[CH:41]=[O:21])=[O:32])[CH3:29] |f:0.1.2.3.4.5.6.7.8|. Procedure details: CAN (979 mmol) was added to a mixture of 1-isopropyl-2-methyl-1H-pyrrole-3-carboxylic acid ethyl ester [224180-70-5] (218 mmol) in CH3CN (1800 mL) and water (360 mL) at 15° C. After 10 min, the reaction mixture was quenched with ice and extracted with MTBE. The organic phase was successively washed with a saturated aqueous solution of NaHCO3 (2×) and brine, dried (Na2SO4), filtered and concentrated. The residue was purified by silica gel column chromatography to afford the title compound as a ye... The reactants are COC=1C=C(C#N)C=CC1CC (3-methoxy-4-ethyl-benzonitrile), [H-].[H-].[H-].[H-].[Li+].[Al+3] (LAH), Cl (HCl), CCOCC (ether). Solvent: C1CCOC1 (THF). Run at temperature 0 celsius, time 0.5 hour. Yields the product COC=1C=C(CN)C=CC1CC (3-methoxy-4-ethylbenzylamine), Cl (HCl). Reaction SMILES: [CH3:1][O:2][C:3]1[CH:4]=[C:5]([CH:8]=[CH:9][C:10]=1[CH2:11][CH3:12])[C:6]#[N:7].[H-].[H-].[H-].[H-].[Li+].[Al+3].[ClH:19].CCOCC>C1COCC1>[CH3:1][O:2][C:3]1[CH:4]=[C:5]([CH:8]=[CH:9][C:10]=1[CH2:11][CH3:12])[CH2:6][NH2:7].[ClH:19] |f:1.2.3.4.5.6|. Procedure details: To a solution of 3-methoxy-4-ethyl-benzonitrile (13-2, 1.5 g, 9.31 mmol) in THF (45 mL) at 0° C. was added LAH (40 mL, 40.0 mmol) and stirred at 0° C. for 0.5 h. Quenched carefully over a period of 0.5 h with EtOAc at 0° C. and stirred for 15 minutes. Following this, water (1.5 mL) was added to this mixture and stirred for 15 minutes followed by 15% NaOH (1.5 mL) and again stirred for 15 minutes. Lastly, water (4.5 mL)was added and stirred for 15 more minutes. The mixture was dried over Mg2SO4, ... Starting materials: S(=O)(Br)Br (thionyl bromide), N1=CC=CC=C1 (pyridine), C1(=CC=CC=C1)/C=1/C(=O)OC(\C1)=O (phenylmaleic anhydride). The solvent is C1(=CC=CC=C1)C (toluene). Run at temperature 10 celsius, time 30 minute. Product: BrC=1C(OC(C1C1=CC=CC=C1)=O)=O (3-Bromo-4-phenylfuran-2,5-dione). As a reaction SMILES: S(Br)([Br:3])=O.N1C=CC=CC=1.[C:11]1([C:17]2[C:18]([O:20][C:21](=[O:23])[CH:22]=2)=[O:19])[CH:16]=[CH:15][CH:14]=[CH:13][CH:12]=1>C1(C)C=CC=CC=1>[Br:3][C:22]1[C:21](=[O:23])[O:20][C:18](=[O:19])[C:17]=1[C:11]1[CH:12]=[CH:13][CH:14]=[CH:15][CH:16]=1. Procedure details: At 10° C., first 40.2 g (193 mmol) of thionyl bromide and then 15.3 g (193 mmol) of pyridine were added dropwise with stirring to 16.8 g (97 mmol) of phenylmaleic anhydride in 200 ml of toluene. The mixture was stirred at 10° C. for 30 min, heated at 75° C. for 30 min using a preheated heating bath and allowed to cool, and excess thionyl bromide was removed at 65° C. under reduced pressure. The mixture was then stirred with 150 ml of toluene and filtered, and the residue was washed twice with in... Reactants: BrC1=CC=C(S1)N1C(O[C@@]2(C1)CN1CCC2CC1)=O ((R)-3′-(5-bromothiophen-2-yl)spiro[1-azabicyclo[2.2.2]octan-3,5′-oxazolidin]-2′-one), C(CCC)[Sn](C1=CN=CS1)(CCCC)CCCC (5-(tri-n-butylstannyl)thiazole). The product is S1C=NC=C1C1=CC=C(S1)N1C(O[C@@]2(C1)CN1CCC2CC1)=O ((R)-3′-[5-(Thiazol-5-yl)thiophen-2-yl]spiro[1-azabicyclo[2.2.2]octan-3,5′-oxazolidin]-2′-one). As a reaction SMILES: Br[C:2]1[S:6][C:5]([N:7]2[CH2:11][C@:10]3([CH:16]4[CH2:17][CH2:18][N:13]([CH2:14][CH2:15]4)[CH2:12]3)[O:9][C:8]2=[O:19])=[CH:4][CH:3]=1.C([Sn](CCCC)(CCCC)[C:25]1[S:29][CH:28]=[N:27][CH:26]=1)CCC>>[S:29]1[C:25]([C:2]2[S:6][C:5]([N:7]3[CH2:11][C@:10]4([CH:16]5[CH2:17][CH2:18][N:13]([CH2:14][CH2:15]5)[CH2:12]4)[O:9][C:8]3=[O:19])=[CH:4][CH:3]=2)=[CH:26][N:27]=[CH:28]1. Procedure details: The title compound was prepared by a method analogous to that described in Example 5 from (R)-3′-(5-bromothiophen-2-yl)spiro[1-azabicyclo[2.2.2]octan-3,5′-oxazolidin]-2′-one and 5-(tri-n-butylstannyl)thiazole. The title compound (31 mg) was obtained as a pale solid, m/z 348 (MH+).